This data is from the Open Reaction Database (ORD), a public repository of structured organic reaction records. The task is: describe an organic reaction: reactants, conditions, products, and yield The reactants are C(C=C)OC(COC1=CC=C(C=C1)COC1=C(C(=CC=C1)C(C1=CC=CC=C1)=O)N)=O (4-(2-Amino-3-benzoylphenoxymethyl)-phenoxyacetic acid allyl ester), N1=CC=CC=C1 (pyridine), C1(=CC=CC=2C3=CC=CC=C3CC12)COC(=O)Cl (fluorenylmethoxycarbonyl chloride). Run in C(Cl)Cl (CH2Cl2), C(Cl)Cl (CH2Cl2), C(Cl)Cl (CH2Cl2). Conditions: temperature 0 celsius, time 15 minute. Product: C(C=C)OC(COC1=CC=C(C=C1)COC1=C(C(=CC=C1)C(C1=CC=CC=C1)=O)NC(=O)OCC1=CC=CC=2C3=CC=CC=C3CC12)=O (4-(3-Benzoyl-2-fluorenylmethoxycarbonylamino-phenoxymethyl) phenoxyacetic acid allyl ester). The yield is 65.2%. As a reaction SMILES: [CH2:1]([O:4][C:5](=[O:31])[CH2:6][O:7][C:8]1[CH:13]=[CH:12][C:11]([CH2:14][O:15][C:16]2[CH:21]=[CH:20][CH:19]=[C:18]([C:22](=[O:29])[C:23]3[CH:28]=[CH:27][CH:26]=[CH:25][CH:24]=3)[C:17]=2[NH2:30])=[CH:10][CH:9]=1)[CH:2]=[CH2:3].N1C=CC=CC=1.[C:38]1([CH2:51][O:52][C:53](Cl)=[O:54])[C:50]2[CH2:49][C:48]3[C:43](=[CH:44][CH:45]=[CH:46][CH:47]=3)[C:42]=2[CH:41]=[CH:40][CH:39]=1>C(Cl)Cl>[CH2:1]([O:4][C:5](=[O:31])[CH2:6][O:7][C:8]1[CH:9]=[CH:10][C:11]([CH2:14][O:15][C:16]2[CH:21]=[CH:20][CH:19]=[C:18]([C:22](=[O:29])[C:23]3[CH:28]=[CH:27][CH:26]=[CH:25][CH:24]=3)[C:17]=2[NH:30][C:53]([O:52][CH2:51][C:38]2[C:50]3[CH2:49][C:48]4[C:43](=[CH:44][CH:45]=[CH:46][CH:47]=4)[C:42]=3[CH:41]=[CH:40][CH:39]=2)=[O:54])=[CH:12][CH:13]=1)[CH:2]=[CH2:3]. Procedure: 4-(2-Amino-3-benzoylphenoxymethyl)-phenoxyacetic acid allyl ester (9.03 g, 20.8 mmol) and freshly distilled pyridine (1.97 g, 25.0 mmol, 1.2 equiv) were dissolved in 100 mL of CH2Cl2. The resulting yellow solution was cooled to 0° C., and fluorenylmethoxycarbonyl chloride (4.83 g, 21.8 mmol, 1.05 equiv) was added. The resulting solution was stirred at 0° C. for 15 min and then at ambient temperature for 1 h. The solution was diluted with CH2Cl2 (150 mL), extracted twice with 1 N aqueous sodium b... The reactants are O.NN (hydrazine hydrate), CN(C)C=NC(C1=CN=CC=C1)=O (N-(dimethylaminomethylene)nicotinamide). Run in C(C)(=O)O (acetic acid). Run at temperature 90 celsius, time 1.5 hour. The product is N=1N=C(NC1)C=1C=NC=CC1 (3-(4H-1,2,4-Triazol-3-yl)-pyridine). As a reaction SMILES: O.[NH2:2]N.C[N:5]([CH:7]=[N:8][C:9](=O)[C:10]1[CH:15]=[CH:14][CH:13]=[N:12][CH:11]=1)C>C(O)(=O)C>[N:5]1[N:2]=[C:9]([C:10]2[CH:11]=[N:12][CH:13]=[CH:14][CH:15]=2)[NH:8][CH:7]=1 |f:0.1|. Reported procedure: To a solution of 3.1 g. of hydrazine hydrate in 100 ml. of acetic acid is added 10.0 g. of N-(dimethylaminomethylene)nicotinamide. The reaction mixture is stirred at 90° C. for 1.5 hours, then concentrated in vacuo to about 15 ml. The addition of 50 ml. of ether causes the desired product to precipitate as 7.8 g. of colorless crystals, mp. 169°-172° C.